This data is from the Open Reaction Database (ORD), a public repository of structured organic reaction records. The task is: describe an organic reaction: reactants, conditions, products, and yield The reactants are C(CCCCCC)OC1=CC=C(C(=O)O)C=C1 (4-(heptyloxy)benzoic acid), C(=O)(N1C=NC=C1)N1C=NC=C1 (1,1′-carbonyldiimidazole), O.NN (hydrazine hydrate). Solvent: C1CCOC1 (THF), C1CCOC1 (THF). Conditions: time 2 hour. Yields the product C(CCCCCC)OC1=CC=C(C(=O)NN)C=C1 (4-(heptyloxy)benzohydrazide). Isolated yield 75.2%. Reaction SMILES: [CH2:1]([O:8][C:9]1[CH:17]=[CH:16][C:12]([C:13](O)=[O:14])=[CH:11][CH:10]=1)[CH2:2][CH2:3][CH2:4][CH2:5][CH2:6][CH3:7].C(N1C=CN=C1)(N1C=CN=C1)=O.O.[NH2:31][NH2:32]>C1COCC1>[CH2:1]([O:8][C:9]1[CH:17]=[CH:16][C:12]([C:13]([NH:31][NH2:32])=[O:14])=[CH:11][CH:10]=1)[CH2:2][CH2:3][CH2:4][CH2:5][CH2:6][CH3:7] |f:2.3|. Procedure details: To a stirred solution of 4-(heptyloxy)benzoic acid (679 mg, 2.87 mmol) in THF (5 mL) was added 1,1′-carbonyldiimidazole (559 mg, 3.45 mmol). After stirring at room temperature for 2 h, the solution was added to a stirred mixture of hydrazine hydrate (0.729 mL, 5.75 mmol) in THF (2 mL) and stirred a further 2 h. The reaction mixture was poured onto water (20 mL) and stirred for 30 min. The resulting precipitate was collected by filtration, washed with water (2×10 mL) then acetonitrile (3 mL) to a... Run in C1CCOC1 (THF), C1CCOC1 (THF), C1CCOC1 (THF), C1CCOC1 (THF). Reported procedure: To triphenylphosphine (1.2 equivalents) in THF at −78° C. is added diethylazodicarboxylate (1.2 equivalents) in THF. After 10 min thiolacetic acid (1.3 equivalents) in THF is added followed by the resultant compound from Example 115A (1. equivalent) in THF. The reaction is stirred at −78° C. for 1 h and then at ambient temperature until it is judged to be complete by TLC analysis. The mixture is evaporated and the residue is taken up in methanol and is treated with K2CO3 (2 equivalents). When th... The product is COC([C@@H](NC(C1=C(C=C(C=C1)COC(C)=S)C1=CC=CC=C1)=O)CC(C)C)=O (4-Thioacetoxymethyl-2-phenylbenzoyl leucine methyl ester). Reactants: C1(=CC=CC=C1)P(C1=CC=CC=C1)C1=CC=CC=C1 (triphenylphosphine), CCOC(=O)/N=N/C(=O)OCC (diethylazodicarboxylate), COC([C@@H](NC(C1=C(C=C(C=C1)CO)C1=CC=CC=C1)=O)CC(C)C)=O (4-(Hydroxymethyl)-2-phenylbenzoyl leucine methyl ester), S1C(=CC=C1)CC(=O)O (thiolacetic acid), C(=O)([O-])[O-].[K+].[K+] (K2CO3). Run at temperature -78 celsius, time 1 hour. As a reaction SMILES: C1(P(C2C=CC=CC=2)C2C=CC=CC=2)C=CC=CC=1.CCOC(/N=N/C(OCC)=O)=O.[S:32]1C=C[CH:34]=[C:33]1CC(O)=O.[CH3:41][O:42][C:43](=[O:66])[C@H:44]([CH2:62][CH:63]([CH3:65])[CH3:64])[NH:45][C:46](=[O:61])[C:47]1[CH:52]=[CH:51][C:50]([CH2:53][OH:54])=[CH:49][C:48]=1[C:55]1[CH:60]=[CH:59][CH:58]=[CH:57][CH:56]=1.C([O-])([O-])=O.[K+].[K+]>C1COCC1>[CH3:41][O:42][C:43](=[O:66])[C@H:44]([CH2:62][CH:63]([CH3:64])[CH3:65])[NH:45][C:46](=[O:61])[C:47]1[CH:52]=[CH:51][C:50]([CH2:53][O:54][C:33](=[S:32])[CH3:34])=[CH:49][C:48]=1[C:55]1[CH:60]=[CH:59][CH:58]=[CH:57][CH:56]=1 |f:4.5.6|.